From a dataset of the Open Reaction Database (ORD), a public repository of structured organic reaction records. describe an organic reaction: reactants, conditions, products, and yield The reactants are ClCCl, CC(c1ccc(-c2ccc(F)cc2F)cc1)N1CCC(CCNC(=O)CNC(=O)OC(C)(C)C)(c2ccc(F)cc2)OC1=O, O=C(O)C(F)(F)F. Yields the product CC(c1ccc(-c2ccc(F)cc2F)cc1)N1CCC(CCNC(=O)CN)(c2ccc(F)cc2)OC1=O. As a reaction SMILES: [Cl:52][CH2:53][Cl:54].[F:1][c:2]1[c:3](-[c:9]2[cH:10][cH:11][c:12]([CH:15]([CH3:16])[N:17]3[C:18](=[O:44])[O:19][C:20]([c:23]4[cH:24][cH:25][c:26]([F:29])[cH:27][cH:28]4)([CH2:30][CH2:31][NH:32][C:33]([CH2:34][NH:35][C:36](=[O:37])[O:38][C:39]([CH3:40])([CH3:41])[CH3:42])=[O:43])[CH2:21][CH2:22]3)[cH:13][cH:14]2)[cH:4][cH:5][c:6]([F:8])[cH:7]1.[F:45][C:46]([F:47])([F:48])[C:49]([OH:50])=[O:51]>>[F:1][c:2]1[c:3](-[c:9]2[cH:10][cH:11][c:12]([CH:15]([CH3:16])[N:17]3[C:18](=[O:44])[O:19][C:20]([c:23]4[cH:24][cH:25][c:26]([F:29])[cH:27][cH:28]4)([CH2:30][CH2:31][NH:32][C:33]([CH2:34][NH2:35])=[O:43])[CH2:21][CH2:22]3)[cH:13][cH:14]2)[cH:4][cH:5][c:6]([F:8])[cH:7]1. Starting materials: N1N=C(C2=CC=CC=C12)C(=O)O (1H-indazole-3-carboxylic acid), N,N'-carbonyldiimidazole, NC1CN(C(CN(C1)CC1=CC=CC=C1)C)C (6-amino-1-benzyl-3,4-dimethylhexahydro-1H-1,4-diazepine). Run in CN(C=O)C (N,N-dimethylformamide), CN(C=O)C (N,N-dimethylformamide). Conditions: temperature 60 celsius, time 2 hour. Product: C(C1=CC=CC=C1)N1CC(N(CC(C1)NC(=O)C1=NNC2=CC=CC=C12)C)C (N-(1-benzyl-3,4-dimethylhexahydro-1H-1,4-diazepin-6-yl)-1H-indazole-3-carboxamide). Isolated yield 18.5%. As a reaction SMILES: [NH:1]1[C:9]2[C:4](=[CH:5][CH:6]=[CH:7][CH:8]=2)[C:3]([C:10]([OH:12])=O)=[N:2]1.[NH2:13][CH:14]1[CH2:20][N:19]([CH2:21][C:22]2[CH:27]=[CH:26][CH:25]=[CH:24][CH:23]=2)[CH2:18][CH:17]([CH3:28])[N:16]([CH3:29])[CH2:15]1>CN(C)C=O>[CH2:21]([N:19]1[CH2:20][CH:14]([NH:13][C:10]([C:3]2[C:4]3[C:9](=[CH:8][CH:7]=[CH:6][CH:5]=3)[NH:1][N:2]=2)=[O:12])[CH2:15][N:16]([CH3:29])[CH:17]([CH3:28])[CH2:18]1)[C:22]1[CH:23]=[CH:24][CH:25]=[CH:26][CH:27]=1. Procedure: To a solution of 1H-indazole-3-carboxylic acid (2.2 g) in N,N-dimethylformamide (40 ml), N,N'-carbonyldiimidazole (2.2 g) is added, and the mixture is heated at 60° C. for 3.5 hours. A solution of 6-amino-1-benzyl-3,4-dimethylhexahydro-1H-1,4-diazepine (3.0 g) in N,N-dimethylformamide (10 ml) is added to the mixture, and the mixture is stirred at 25° C. for 2 hours. The solvent is evaporated under reduced pressure, and the residue is diluted with water and extracted with chloroform. The organic ... Starting materials: CC(C)(C)OC(=O)N1CCCC1CC(=O)O, C[Si](C)(C)C=[N+]=[N-], CO, CCOC(C)=O, CCN(C(C)C)C(C)C. The product is COC(=O)CC1CCCN1C(=O)OC(C)(C)C. As a reaction SMILES: [C:1]([CH3:2])([CH3:3])([CH3:4])[O:5][C:6](=[O:7])[N:8]1[CH:9]([CH2:13][C:14](=[O:15])[OH:16])[CH2:10][CH2:11][CH2:12]1.[CH3:26][Si:27]([CH:28]=[N+:29]=[N-:30])([CH3:31])[CH3:32].[CH3:33][OH:34].[CH3:35][CH2:36][O:37][C:38](=[O:39])[CH3:40].[CH:17]([N:18]([CH2:19][CH3:20])[CH:21]([CH3:22])[CH3:23])([CH3:24])[CH3:25]>>[C:1]([CH3:2])([CH3:3])([CH3:4])[O:5][C:6](=[O:7])[N:8]1[CH:9]([CH2:13][C:14](=[O:15])[O:16][CH3:17])[CH2:10][CH2:11][CH2:12]1. Starting materials: C=CCCCCBr, O=C1NC(=O)c2ccccc21, CS(C)=O, [K], O. Product: C=CCCCCN1C(=O)c2ccccc2C1=O. As a reaction SMILES: [Br:1][CH2:2][CH2:3][CH2:4][CH2:5][CH:6]=[CH2:7].[C:8]1(=[O:18])[c:9]2[c:10]([cH:14][cH:15][cH:16][cH:17]2)[C:11](=[O:13])[NH:12]1.[CH3:21][S:22](=[O:23])[CH3:24].[K:19].[OH2:20]>>[CH2:2]([CH2:3][CH2:4][CH2:5][CH:6]=[CH2:7])[N:12]1[C:8](=[O:18])[c:9]2[c:10]([cH:14][cH:15][cH:16][cH:17]2)[C:11]1=[O:13]. The reactants are FC1=C(C=CC=C1F)CSC1=NC(=CC(=N1)NS(=O)(=O)N1CCC1)OC(C)(C)[C@H]1OC(OC1)(C)C (N-[2-[[(2,3-difluorophenyl)methyl]thio]-6-[1-[(4S)-2,2-dimethyl-1,3-dioxolan-4-yl]-1-methylethoxy]-4-pyrimidinyl]-1-azetidinesulfonamide), product, C(Cl)Cl (DCM). Reagents/catalysts: O.O.O.O.O.O.[Fe](Cl)(Cl)Cl (iron (III) chloride hexahydrate). Run in C(O)([O-])=O.[Na+] (sodium hydrogencarbonate). Run at time 1 hour. Yields the product FC1=C(C=CC=C1F)CSC1=NC(=CC(=N1)NS(=O)(=O)N1CCC1)OC([C@H](CO)O)(C)C (N-[2-[[(2,3-difluorophenyl)methyl]thio]-6-[[(2S)-2,3-dihydroxy-1,1-dimethylpropyl]oxy]-4-pyrimidinyl]-1-azetidinesulfonamide). Reaction SMILES: [F:1][C:2]1[C:7]([F:8])=[CH:6][CH:5]=[CH:4][C:3]=1[CH2:9][S:10][C:11]1[N:16]=[C:15]([NH:17][S:18]([N:21]2[CH2:24][CH2:23][CH2:22]2)(=[O:20])=[O:19])[CH:14]=[C:13]([O:25][C:26]([C@@H:29]2[CH2:33][O:32]C(C)(C)[O:30]2)([CH3:28])[CH3:27])[N:12]=1.C(Cl)Cl>C(=O)([O-])O.[Na+].O.O.O.O.O.O.[Fe](Cl)(Cl)Cl>[F:1][C:2]1[C:7]([F:8])=[CH:6][CH:5]=[CH:4][C:3]=1[CH2:9][S:10][C:11]1[N:16]=[C:15]([NH:17][S:18]([N:21]2[CH2:24][CH2:23][CH2:22]2)(=[O:20])=[O:19])[CH:14]=[C:13]([O:25][C:26]([CH3:28])([CH3:27])[C@@H:29]([OH:30])[CH2:33][OH:32])[N:12]=1 |f:2.3,4.5.6.7.8.9.10|. Procedure details: To a suspension of N-[2-[[(2,3-difluorophenyl)methyl]thio]-6-[1-[(4S)-2,2-dimethyl-1,3-dioxolan-4-yl]-1-methylethoxy]-4-pyrimidinyl]-1-azetidinesulfonamide (the product from step iii) (0.37 g) at DCM (10 mL) was added iron (III) chloride hexahydrate (0.66 g) and the mixture was stirred at ambient temperature for 1 h. The reaction mixture was diluted with sat. sodium hydrogencarbonate solution and extracted with DCM (×3). The combined organic layers were dried (MgSO4), filtered and evaporated. Th...